Dataset: the Open Reaction Database (ORD), a public repository of structured organic reaction records. Task: describe an organic reaction: reactants, conditions, products, and yield Starting materials: C(C=C)NC1=CC(=C2C(C=C(N(C2=N1)C1=CC=CC=C1)NC1=CC=CC=C1)=O)C (7-(allylamino)-2-anilino-5-methyl-1-phenyl-1,8-naphthyridin-4(1H)-one), CS(=O)(=O)O (methane sulfonic acid). Reagents/catalysts: [Pd] (Pd/C), [Pd] (Pd/C). The solvent is CCO (EtOH), CCOC(=O)C (EtOAc). Conditions: temperature 80 celsius. Yields the product NC1=CC(=C2C(C=C(N(C2=N1)C1=CC=CC=C1)NC1=CC=CC=C1)=O)C (7-amino-2-anilino-5-methyl-1-phenyl-1,8-naphthyridin-4(1H)-one). Yield: 135.6%. Reaction SMILES: C([NH:4][C:5]1[N:14]=[C:13]2[C:8]([C:9](=[O:28])[CH:10]=[C:11]([NH:21][C:22]3[CH:27]=[CH:26][CH:25]=[CH:24][CH:23]=3)[N:12]2[C:15]2[CH:20]=[CH:19][CH:18]=[CH:17][CH:16]=2)=[C:7]([CH3:29])[CH:6]=1)C=C.CS(O)(=O)=O>CCO.CCOC(C)=O.[Pd]>[NH2:4][C:5]1[N:14]=[C:13]2[C:8]([C:9](=[O:28])[CH:10]=[C:11]([NH:21][C:22]3[CH:23]=[CH:24][CH:25]=[CH:26][CH:27]=3)[N:12]2[C:15]2[CH:20]=[CH:19][CH:18]=[CH:17][CH:16]=2)=[C:7]([CH3:29])[CH:6]=1. Procedure details: Pd/C (30 mg, 1.75 mmol, 10%) was added to a 25 mL round bottom flask and was blanketed with argon. 7-(allylamino)-2-anilino-5-methyl-1-phenyl-1,8-naphthyridin-4(1H)-one (150 mg, 0.392 mmol) was dissolved in EtOH (2 mL) and was added to the Pd/C followed by methane sulfonic acid (0.041 mL, 0.63 mmol). The reaction was heated to 80° C. for 3 d at which time it was cooled to room temperature, diluted with EtOAc and filtered through celite. The filtrate was concentrated in vacuo and the residue was ... Starting materials: C1CCOC1, CCCC[N+](CCCC)(CCCC)CCCC, [F-], COc1c(O[Si](C(C)C)(C(C)C)C(C)C)cccc1C(=O)C1CCN(CCc2ccc(F)cc2)CC1. Yields the product COc1c(O)cccc1C(=O)C1CCN(CCc2ccc(F)cc2)CC1. As a reaction SMILES: [CH2:55]1[O:56][CH2:57][CH2:58][CH2:59]1.[CH3:38][CH2:39][CH2:40][CH2:41][N+:42]([CH2:43][CH2:44][CH2:45][CH3:46])([CH2:47][CH2:48][CH2:49][CH3:50])[CH2:51][CH2:52][CH2:53][CH3:54].[F-:37].[F:1][c:2]1[cH:3][cH:4][c:5]([CH2:8][CH2:9][N:10]2[CH2:11][CH2:12][CH:13]([C:16](=[O:17])[c:18]3[c:19]([O:35][CH3:36])[c:20]([O:24][Si:25]([CH:26]([CH3:27])[CH3:28])([CH:29]([CH3:30])[CH3:31])[CH:32]([CH3:33])[CH3:34])[cH:21][cH:22][cH:23]3)[CH2:14][CH2:15]2)[cH:6][cH:7]1>>[F:1][c:2]1[cH:3][cH:4][c:5]([CH2:8][CH2:9][N:10]2[CH2:11][CH2:12][CH:13]([C:16](=[O:17])[c:18]3[c:19]([O:35][CH3:36])[c:20]([OH:24])[cH:21][cH:22][cH:23]3)[CH2:14][CH2:15]2)[cH:6][cH:7]1. The reactants are Cl.C(C)(=O)NC1=CC=C(C=C1)N1C([C@H](OCC1)[C@H](C(=O)NC1=CC(=C(C=C1)C#N)CN)O)=O ((2R)-2-[(2R)-4-(4-acetamidophenyl)-3-oxomorpholin-2-yl]-N-[3-(aminomethyl)-4-cyanophenyl]-2-hydroxyacetamide hydrochloride). Run in CCO (EtOH). The product is Cl.C(C)(=O)NC1=CC=C(C=C1)N1C([C@H](OCC1)[C@H](C(=O)NC=1C=C2CNC(C2=CC1)=N)O)=O ((2R)-2-[(2R)-4-(4-acetamidophenyl)-3-oxomorpholin-2-yl]-2-hydroxy-N-(1-imino-2,3-dihydroisoindol-5-yl)acetamide hydrochloride). Yield: 79.2%. RXN SMILES: [ClH:1].[C:2]([NH:5][C:6]1[CH:11]=[CH:10][C:9]([N:12]2[CH2:17][CH2:16][O:15][C@H:14]([C@@H:18]([OH:32])[C:19]([NH:21][C:22]3[CH:27]=[CH:26][C:25]([C:28]#[N:29])=[C:24]([CH2:30][NH2:31])[CH:23]=3)=[O:20])[C:13]2=[O:33])=[CH:8][CH:7]=1)(=[O:4])[CH3:3]>CCO>[ClH:1].[C:2]([NH:5][C:6]1[CH:7]=[CH:8][C:9]([N:12]2[CH2:17][CH2:16][O:15][C@H:14]([C@@H:18]([OH:32])[C:19]([NH:21][C:22]3[CH:23]=[C:24]4[C:25](=[CH:26][CH:27]=3)[C:28](=[NH:29])[NH:31][CH2:30]4)=[O:20])[C:13]2=[O:33])=[CH:10][CH:11]=1)(=[O:4])[CH3:3] |f:0.1,3.4|. Procedure: Compound 39-6 (1.2 g) was suspended in EtOH (30 mL) and the mixture was refluxed for 6 hours. After cooling, the precipitate was collected by filtration to obtain EXAMPLE 39 (0.95 g) as a colorless amorphous solid. Reactants: N[C@H]1[C@@H](CN(CC1)CC1=CC=CC=C1)O (trans-4-amino-1-benzylpiperidin-3-ol), ClC=1C2=C(N=CN1)SC(=C2)CC(F)(F)F (4-chloro-6-(2,2,2-trifluoroethyl)thieno[2,3-d]pyrimidine), C(C)(C)N(C(C)C)CC (N,N-diisopropylethylamine). Solvent: C(C)(C)O (isopropanol). The product is 45, C(C1=CC=CC=C1)N1C[C@H]([C@@H](CC1)NC=1C2=C(N=CN1)SC(=C2)CC(F)(F)F)O (trans-1-benzyl-4-((6-(2,2,2-trifluoroethyl)thieno[2,3-d]pyrimidin-4-yl)amino)piperidin-3-ol). Reaction SMILES: [NH2:1][C@@H:2]1[CH2:7][CH2:6][N:5]([CH2:8][C:9]2[CH:14]=[CH:13][CH:12]=[CH:11][CH:10]=2)[CH2:4][C@H:3]1[OH:15].Cl[C:17]1[C:18]2[CH:25]=[C:24]([CH2:26][C:27]([F:30])([F:29])[F:28])[S:23][C:19]=2[N:20]=[CH:21][N:22]=1.C(N(CC)C(C)C)(C)C>C(O)(C)C>[CH2:8]([N:5]1[CH2:6][CH2:7][C@@H:2]([NH:1][C:17]2[C:18]3[CH:25]=[C:24]([CH2:26][C:27]([F:30])([F:29])[F:28])[S:23][C:19]=3[N:20]=[CH:21][N:22]=2)[C@H:3]([OH:15])[CH2:4]1)[C:9]1[CH:10]=[CH:11][CH:12]=[CH:13][CH:14]=1. Reported procedure: The mixture of 36.7 mg of trans-4-amino-1-benzylpiperidin-3-ol (0.18 mmol), 30 mg of 4-chloro-6-(2,2,2-trifluoroethyl)thieno[2,3-d]pyrimidine (0.12 mmol) and 46 mg of N,N-diisopropylethylamine (0.36 mmol) was refluxed in 0.75 mL of isopropanol for 18 hs. Then reaction mixture was concentrated and purified on silica gel column eluting with DCM:MeOH 20:1 to afford 45 mf of trans-1-benzyl-4-((6-(2,2,2-trifluoroethyl)thieno[2,3-d]pyrimidin-4-yl)amino)piperidin-3-ol (Compound 165). Its monohydrochlor... The reactants are COc1cc2c(cc1O)CCC1C2CCC2(C)C(OCCO[Si](C)(C)C(C)(C)C)CCC12, CCCC[N+](CCCC)(CCCC)CCCC, C1CCOC1, [F-]. Yields the product COc1cc2c(cc1O)CCC1C2CCC2(C)C(OCCO)CCC12. RXN SMILES: [C:1]([Si:2]([CH3:3])([CH3:4])[O:6][CH2:7][CH2:8][O:9][CH:10]1[CH2:11][CH2:12][CH:13]2[CH:14]3[CH2:15][CH2:16][c:17]4[cH:18][c:19]([OH:30])[c:20]([O:28][CH3:29])[cH:21][c:22]4[CH:23]3[CH2:24][CH2:25][C:26]12[CH3:27])([CH3:5])([CH3:31])[CH3:32].[CH2:34]([N+:35]([CH2:36][CH2:37][CH2:38][CH3:39])([CH2:40][CH2:41][CH2:42][CH3:43])[CH2:44][CH2:45][CH2:46][CH3:47])[CH2:48][CH2:49][CH3:50].[CH2:51]1[O:52][CH2:53][CH2:54][CH2:55]1.[F-:33]>>[OH:6][CH2:7][CH2:8][O:9][CH:10]1[CH2:11][CH2:12][CH:13]2[CH:14]3[CH2:15][CH2:16][c:17]4[cH:18][c:19]([OH:30])[c:20]([O:28][CH3:29])[cH:21][c:22]4[CH:23]3[CH2:24][CH2:25][C:26]12[CH3:27]. Reactants: CCOC(=O)c1ccc(CBr)cc1, CC(C)(C)[O-], CS(C)=O, [K+], O, COCOc1cccc(O)c1C=O. Product: CCOC(=O)c1ccc(COc2cccc(O)c2C=O)cc1. RXN SMILES: [Br:20][CH2:21][c:22]1[cH:23][cH:24][c:25]([C:26](=[O:27])[O:28][CH2:29][CH3:30])[cH:31][cH:32]1.[CH3:14][C:15]([CH3:16])([O-:17])[CH3:18].[CH3:34][S:35](=[O:36])[CH3:37].[K+:19].[OH2:33].[OH:1][c:2]1[c:3]([CH:4]=[O:5])[c:6]([O:10][CH2:11][O:12][CH3:13])[cH:7][cH:8][cH:9]1>>[OH:1][c:2]1[c:3]([CH:4]=[O:5])[c:6]([O:10][CH2:11][c:22]2[cH:23][cH:24][c:25]([C:26](=[O:27])[O:28][CH2:29][CH3:30])[cH:31][cH:32]2)[cH:7][cH:8][cH:9]1. Starting materials: Teflon, IC1=CC=C(C=C1)CC(=O)NC=1SC=C(C1C1=NN=C(N1)C)C (2-(4-iodophenyl)-N-(4-methyl-3-(5-methyl-4H-1,2,4-triazol-3-yl)thiophen-2-yl)acetamide), N1=CC=C(C=C1)B(O)O (pyridin-4-ylboronic acid), C([O-])(O)=O.[Na+] (sodium bicarbonate), COCCOC (DME). Reagents/catalysts: C=1C=CC(=CC1)[P](C=2C=CC=CC2)(C=3C=CC=CC3)[Pd]([P](C=4C=CC=CC4)(C=5C=CC=CC5)C=6C=CC=CC6)([P](C=7C=CC=CC7)(C=8C=CC=CC8)C=9C=CC=CC9)[P](C=1C=CC=CC1)(C=1C=CC=CC1)C=1C=CC=CC1 (Pd(PPh3)4). Run in O (water). Reaction conditions: temperature 90 celsius. Product: CC=1C(=C(SC1)NC(CC1=CC=C(C=C1)C1=CC=NC=C1)=O)C1=NN=C(N1)C (N-(4-Methyl-3-(5-methyl-4H-1,2,4-triazol-3-yl)thiophen-2-yl)-2-(4-(pyridin-4-yl)phenyl)acetamide). As a reaction SMILES: I[C:2]1[CH:7]=[CH:6][C:5]([CH2:8][C:9]([NH:11][C:12]2[S:13][CH:14]=[C:15]([CH3:23])[C:16]=2[C:17]2[NH:21][C:20]([CH3:22])=[N:19][N:18]=2)=[O:10])=[CH:4][CH:3]=1.[N:24]1[CH:29]=[CH:28][C:27](B(O)O)=[CH:26][CH:25]=1.C(=O)(O)[O-].[Na+].COCCOC>C1C=CC([P]([Pd]([P](C2C=CC=CC=2)(C2C=CC=CC=2)C2C=CC=CC=2)([P](C2C=CC=CC=2)(C2C=CC=CC=2)C2C=CC=CC=2)[P](C2C=CC=CC=2)(C2C=CC=CC=2)C2C=CC=CC=2)(C2C=CC=CC=2)C2C=CC=CC=2)=CC=1.O>[CH3:23][C:15]1[C:16]([C:17]2[NH:21][C:20]([CH3:22])=[N:19][N:18]=2)=[C:12]([NH:11][C:9](=[O:10])[CH2:8][C:5]2[CH:6]=[CH:7][C:2]([C:27]3[CH:28]=[CH:29][N:24]=[CH:25][CH:26]=3)=[CH:3][CH:4]=2)[S:13][CH:14]=1 |f:2.3,^1:47,49,68,87|. Reported procedure: A 30 mL reaction vial was charged with 2-(4-iodophenyl)-N-(4-methyl-3-(5-methyl-4H-1,2,4-triazol-3-yl)thiophen-2-yl)acetamide (140 mg, 0.32 mmol), pyridin-4-ylboronic acid (60 mg, 0.48 mmol), sodium bicarbonate (100 mg, 1.2 mmol), DME (2 mL), and water (2 mL). The heterogeneous mixture was stirred vigorously under a stream of nitrogen for 5 minutes before Pd(PPh3)4 was added and the vial was sealed under its Teflon cap. The reaction mixture was heated to 90° C. for 3.25 h before being transferre... Reactants: CO, O=C(O)Cc1noc2ccccc12. Yields the product COC(=O)Cc1noc2ccccc12. Reaction SMILES: [CH3:14][OH:15].[o:1]1[n:2][c:3]([CH2:10][C:11](=[O:12])[OH:13])[c:4]2[c:5]1[cH:6][cH:7][cH:8][cH:9]2>>[o:1]1[n:2][c:3]([CH2:10][C:11](=[O:12])[O:13][CH3:14])[c:4]2[c:5]1[cH:6][cH:7][cH:8][cH:9]2.